From a dataset of the Open Reaction Database (ORD), a public repository of structured organic reaction records. describe an organic reaction: reactants, conditions, products, and yield Starting materials: OCCCCCCCCCCCBr, CN(C)CC(N)CC(=O)OCc1ccccc1, Cl, Cl, OCCCCCCCCCCCOc1ccccc1, O=C(O)CCCCCCCCCCOc1ccccc1, Oc1ccccc1. The product is CN(C)CC(CC(=O)OCc1ccccc1)NC(=O)CCCCCCCCCCOc1ccccc1. Reaction SMILES: [Br:8][CH2:9][CH2:10][CH2:11][CH2:12][CH2:13][CH2:14][CH2:15][CH2:16][CH2:17][CH2:18][CH2:19][OH:20].[CH2:62]([c:63]1[cH:64][cH:65][cH:66][cH:67][cH:68]1)[O:69][C:70]([CH2:71][CH:72]([CH2:73][N:74]([CH3:75])[CH3:76])[NH2:77])=[O:78].[ClH:60].[ClH:61].[O:21]([c:22]1[cH:23][cH:24][cH:25][cH:26][cH:27]1)[CH2:28][CH2:29][CH2:30][CH2:31][CH2:32][CH2:33][CH2:34][CH2:35][CH2:36][CH2:37][CH2:38][OH:39].[O:40]([CH2:41][CH2:42][CH2:43][CH2:44][CH2:45][CH2:46][CH2:47][CH2:48][CH2:49][CH2:50][C:51]([OH:52])=[O:53])[c:54]1[cH:55][cH:56][cH:57][cH:58][cH:59]1.[OH:1][c:2]1[cH:3][cH:4][cH:5][cH:6][cH:7]1>>[O:21]([c:22]1[cH:23][cH:24][cH:25][cH:26][cH:27]1)[CH2:28][CH2:29][CH2:30][CH2:31][CH2:32][CH2:33][CH2:34][CH2:35][CH2:36][CH2:37][C:38](=[O:39])[NH:77][CH:72]([CH2:71][C:70]([O:69][CH2:62][c:63]1[cH:64][cH:65][cH:66][cH:67][cH:68]1)=[O:78])[CH2:73][N:74]([CH3:75])[CH3:76].